Dataset: the Open Reaction Database (ORD), a public repository of structured organic reaction records. Task: describe an organic reaction: reactants, conditions, products, and yield Reactants: ClCC(CCC=1C=NC=CC1)O ((±)-α-(chloromethyl)-3-pyridinepropanol), OC1=CC=C(C(=O)C2=CC=CC=C2)C=C1 (4-hydroxybenzophenone), [OH-].[Na+] (sodium hydroxide). The solvent is C(C)O (ethanol). Yields the product C(C1=CC=CC=C1)(=O)C1=CC=C(OCC(CCC=2C=NC=CC2)O)C=C1 ((±)-1-(4-Benzoylphenoxy)-4-(3-pyridyl)-2-butanol). The yield is 21.4%. As a reaction SMILES: Cl[CH2:2][CH:3]([OH:12])[CH2:4][CH2:5][C:6]1[CH:7]=[N:8][CH:9]=[CH:10][CH:11]=1.[OH:13][C:14]1[CH:27]=[CH:26][C:17]([C:18]([C:20]2[CH:25]=[CH:24][CH:23]=[CH:22][CH:21]=2)=[O:19])=[CH:16][CH:15]=1.[OH-].[Na+]>C(O)C>[C:18]([C:17]1[CH:16]=[CH:15][C:14]([O:13][CH2:2][CH:3]([OH:12])[CH2:4][CH2:5][C:6]2[CH:7]=[N:8][CH:9]=[CH:10][CH:11]=2)=[CH:27][CH:26]=1)(=[O:19])[C:20]1[CH:21]=[CH:22][CH:23]=[CH:24][CH:25]=1 |f:2.3|. Reported procedure: Prepared according to the method described in Example 24b) from (±)-α-(chloromethyl)-3-pyridinepropanol (1.05 g), 4-hydroxybenzophenone (1.35 g), ethanol (30 ml) and aqueous sodium hydroxide (1.4 M, 5 ml). After work up the residue was purified by column chromatography over silica with ether then ethyl acetate to give the title compound as an oil (0.42 g). Reactants: C1CCC2=NCCCN2CC1 (DBU), BrC=1C=C2C(=C(C=NC2=CC1)C(=O)N)N[C@@H]1C[C@@H](C1)OC (6-bromo-4-[(cis-3-methoxycyclobutyl)amino]quinoline-3-carboxamide), ClN1C(N(C(N(C1=O)Cl)=O)Cl)=O (1,3,5-trichloro-1,3,5-triazinane-2,4,6-trione). Solvent: CO (MeOH). Conditions: time 18 hour. Product: BrC=1C=C2C(=C(C=NC2=CC1)C(=O)OCC)N[C@@H]1C[C@@H](C1)OC (Ethyl 6-bromo-4-[(cis-3-methoxycyclobutyl)amino]quinoline-3-carboxylate). Isolated yield 238.3%. RXN SMILES: [CH2:1]1[CH2:11]CN2C(=NCCC2)CC1.[Br:12][C:13]1[CH:14]=[C:15]2[C:20](=[CH:21][CH:22]=1)[N:19]=[CH:18][C:17]([C:23](N)=[O:24])=[C:16]2[NH:26][C@H:27]1[CH2:30][C@@H:29]([O:31][CH3:32])[CH2:28]1.ClN1C(=[O:40])N(Cl)C(=O)N(Cl)C1=O>CO>[Br:12][C:13]1[CH:14]=[C:15]2[C:20](=[CH:21][CH:22]=1)[N:19]=[CH:18][C:17]([C:23]([O:40][CH2:11][CH3:1])=[O:24])=[C:16]2[NH:26][C@H:27]1[CH2:30][C@@H:29]([O:31][CH3:32])[CH2:28]1. Reported procedure: DBU (5.36 mL, 35.86 mmol) was added in one portion to a mixture of 6-bromo-4-[(cis-3-methoxycyclobutyl)amino]quinoline-3-carboxamide (6.28 g, 17.93 mmol) and 1,3,5-trichloro-1,3,5-triazinane-2,4,6-trione (1.667 g, 7.17 mmol) in MeOH (65 mL). The resulting mixture was stirred at r.t. for 18 h. The resulting mixture was evaporated to dryness and the residue was purified by FCC, elution gradient 0 to 10% MeOH in DCM, to afford the desired material (6.48 g, 104%). Data consistent with material produ... Reactants: Cc1nc(-n2ccc(O)cc2=O)sc1C(=O)O, NCc1ccncc1. Product: Cc1nc(-n2ccc(O)cc2=O)sc1C(=O)NCc1ccncc1. RXN SMILES: [OH:1][c:2]1[cH:3][c:4](=[O:17])[n:5](-[c:8]2[s:9][c:10]([C:14](=[O:15])[OH:16])[c:11]([CH3:13])[n:12]2)[cH:6][cH:7]1.[n:18]1[cH:19][cH:20][c:21]([CH2:24][NH2:25])[cH:22][cH:23]1>>[OH:1][c:2]1[cH:3][c:4](=[O:17])[n:5](-[c:8]2[s:9][c:10]([C:14](=[O:16])[NH:25][CH2:24][c:21]3[cH:20][cH:19][n:18][cH:23][cH:22]3)[c:11]([CH3:13])[n:12]2)[cH:6][cH:7]1. Reactants: COc1ccc(CBr)cc1CNC(=O)OC(C)(C)C, CN(C)C=O, Cc1ccccc1, CCOC(C)=O, [H-], [Na+], CCOC(=O)C1SCCCS1. The product is CCOC(=O)C1(Cc2ccc(OC)c(CNC(=O)OC(C)(C)C)c2)SCCCS1. RXN SMILES: [Br:1][CH2:2][c:3]1[cH:4][cH:5][c:6]([O:18][CH3:19])[c:7]([CH2:8][NH:9][C:10]([O:11][C:12]([CH3:13])([CH3:14])[CH3:15])=[O:16])[cH:17]1.[CH3:33][N:34]([CH3:35])[CH:36]=[O:37].[CH3:38][c:39]1[cH:40][cH:41][cH:42][cH:43][cH:44]1.[CH3:45][CH2:46][O:47][C:48](=[O:49])[CH3:50].[H-:31].[Na+:32].[S:20]1[CH:21]([C:26](=[O:27])[O:28][CH2:29][CH3:30])[S:22][CH2:23][CH2:24][CH2:25]1>>[CH2:2]([c:3]1[cH:4][cH:5][c:6]([O:18][CH3:19])[c:7]([CH2:8][NH:9][C:10]([O:11][C:12]([CH3:13])([CH3:14])[CH3:15])=[O:16])[cH:17]1)[C:21]1([C:26](=[O:27])[O:28][CH2:29][CH3:30])[S:20][CH2:25][CH2:24][CH2:23][S:22]1. Reactants: BrCc1ccc(CBr)cc1, CCOP(OCC)OCC, Cc1ccccc1. The product is CCOP(=O)(Cc1ccc(CBr)cc1)OCC. Reaction SMILES: [Br:1][CH2:2][c:3]1[cH:4][cH:5][c:6]([CH2:9][Br:10])[cH:7][cH:8]1.[CH2:11]([CH3:12])[O:13][P:14]([O:15][CH2:16][CH3:17])[O:18][CH2:19][CH3:20].[CH3:21][c:22]1[cH:23][cH:24][cH:25][cH:26][cH:27]1>>[CH2:2]([c:3]1[cH:4][cH:5][c:6]([CH2:9][Br:10])[cH:7][cH:8]1)[P:14]([O:13][CH2:11][CH3:12])([O:15][CH2:16][CH3:17])=[O:18]. The reactants are CS(C)=O, Cc1ccc(CCO)cc1, [H-], O=[N+]([O-])c1ccc(Cl)cc1, [Na+]. The product is Cc1ccc(CCOc2ccc([N+](=O)[O-])cc2)cc1. As a reaction SMILES: [CH3:23][S:24]([CH3:25])=[O:26].[CH3:3][c:4]1[cH:5][cH:6][c:7]([CH2:10][CH2:11][OH:12])[cH:8][cH:9]1.[H-:1].[N+:13](=[O:14])([O-:15])[c:16]1[cH:17][cH:18][c:19]([Cl:22])[cH:20][cH:21]1.[Na+:2]>>[CH3:3][c:4]1[cH:5][cH:6][c:7]([CH2:10][CH2:11][O:12][c:19]2[cH:18][cH:17][c:16]([N+:13](=[O:14])[O-:15])[cH:21][cH:20]2)[cH:8][cH:9]1.